From a dataset of the Open Reaction Database (ORD), a public repository of structured organic reaction records. describe an organic reaction: reactants, conditions, products, and yield Reactants: Fc1cccc(F)c1-c1ncc(-c2ccc(Br)cc2)cn1, O=C([O-])[O-], COCCOC, OB(O)Oc1ccc(OC(F)(F)F)cc1, [K+], [K+], O. Yields the product Fc1cccc(F)c1-c1ncc(-c2ccc(-c3ccc(OC(F)(F)F)cc3)cc2)cn1. RXN SMILES: [Br:1][c:2]1[cH:3][cH:4][c:5](-[c:8]2[cH:9][n:10][c:11](-[c:14]3[c:15]([F:21])[cH:16][cH:17][cH:18][c:19]3[F:20])[n:12][cH:13]2)[cH:6][cH:7]1.[C:37](=[O:38])([O-:39])[O-:40].[CH2:43]([CH2:44][O:45][CH3:46])[O:47][CH3:48].[F:22][C:23]([O:24][c:25]1[cH:26][cH:27][c:28]([O:31][B:32]([OH:33])[OH:34])[cH:29][cH:30]1)([F:35])[F:36].[K+:41].[K+:42].[OH2:49]>>[c:2]1(-[c:28]2[cH:27][cH:26][c:25]([O:24][C:23]([F:22])([F:35])[F:36])[cH:30][cH:29]2)[cH:3][cH:4][c:5](-[c:8]2[cH:9][n:10][c:11](-[c:14]3[c:15]([F:21])[cH:16][cH:17][cH:18][c:19]3[F:20])[n:12][cH:13]2)[cH:6][cH:7]1.